This data is from the Open Reaction Database (ORD), a public repository of structured organic reaction records. The task is: describe an organic reaction: reactants, conditions, products, and yield Yields the product C(C)(C)(C)OC(N[C@@H](CC(=O)N1CC(N(C2=C(C1)C=CC=C2)C)=O)CC2=C(C=C(C(=C2)F)F)F)=O ([3-(1-methyl-2-oxo-1,2,3,5-tetrahydro-benzo[e][1,4]diazepin-4-yl)-3-oxo-(R)-1-(2,4,5-trifluoro-benzyl)-propyl]-carbamic acid tert-butyl ester). RXN SMILES: [C:1]([O:5][C:6]([NH:8][C@H:9]([CH2:14][C:15]1[CH:20]=[C:19]([F:21])[C:18]([F:22])=[CH:17][C:16]=1[F:23])[CH2:10][C:11]([OH:13])=O)=[O:7])([CH3:4])([CH3:3])[CH3:2].C1C=CC2N(O)N=NC=2C=1.C(Cl)CCl.CCN(C(C)C)C(C)C.[CH3:47][N:48]1[C:54]2[CH:55]=[CH:56][CH:57]=[CH:58][C:53]=2[CH2:52][NH:51][CH2:50][C:49]1=[O:59]>C(Cl)Cl>[C:1]([O:5][C:6](=[O:7])[NH:8][C@H:9]([CH2:14][C:15]1[CH:20]=[C:19]([F:21])[C:18]([F:22])=[CH:17][C:16]=1[F:23])[CH2:10][C:11]([N:51]1[CH2:52][C:53]2[CH:58]=[CH:57][CH:56]=[CH:55][C:54]=2[N:48]([CH3:47])[C:49](=[O:59])[CH2:50]1)=[O:13])([CH3:2])([CH3:3])[CH3:4]. Run at time 10 minute. The solvent is C(Cl)Cl (DCM), C(Cl)Cl (DCM). Starting materials: C(C)(C)(C)OC(=O)N[C@@H](CC(=O)O)CC1=C(C=C(C(=C1)F)F)F ((R)-3-[(tert-butoxycarbonyl)amino]-4-(2,4,5-trifluorophenyl)butanoic acid), C=1C=CC2=C(C1)N=NN2O (HOBT), C(CCl)Cl (EDC), CCN(C(C)C)C(C)C (DIPEA), CN1C(CNCC2=C1C=CC=C2)=O (1-methyl-1,3,4,5-tetrahydrobenzo (e) [1,4]diazepin-2-one). Reported procedure: To a solution of (R)-3-[(tert-butoxycarbonyl)amino]-4-(2,4,5-trifluorophenyl)butanoic acid (80 mg, 0.24 mmol) in dry DCM (10 mL), was added HOBT (42 mg, 0.31 mmol), EDC (59 mg, 0.31 mmol) and DIPEA (0.20 mL, 1.2 mmol). The reaction mixture was stirred at r.t. for 10 min. A solution of 1-methyl-1,3,4,5-tetrahydrobenzo (e) [1,4]diazepin-2-one trifluoroacete (70 mg, 0.24 mmol) in dry DCM (5 mL) was added and the reaction mixture was stirred at r.t. overnight. After the completion of the reaction, a... Isolated yield 80.5%. Starting materials: N1(C=NC=C1)CC#CC=1C=C2CCC(NC2=CC1)=O (6-[3-(imidazol-1-yl)prop-1-yn-1-yl]-3,4-dihydrocarbostyril). The reagents and catalysts are [Pd] (palladium on charcoal). Yields the product N1(C=NC=C1)CCCC=1C=C2CCC(NC2=CC1)=O (6-[3-(imidazol-1-yl)propyl]-3,4-dihydrocarbostyril). Reaction SMILES: [N:1]1([CH2:6][C:7]#[C:8][C:9]2[CH:10]=[C:11]3[C:16](=[CH:17][CH:18]=2)[NH:15][C:14](=[O:19])[CH2:13][CH2:12]3)[CH:5]=[CH:4][N:3]=[CH:2]1>[Pd]>[N:1]1([CH2:6][CH2:7][CH2:8][C:9]2[CH:10]=[C:11]3[C:16](=[CH:17][CH:18]=2)[NH:15][C:14](=[O:19])[CH2:13][CH2:12]3)[CH:5]=[CH:4][N:3]=[CH:2]1. Procedure: A solution of 502 mg of 6-[3-(imidazol-1-yl)prop-1-yn-1-yl]-3,4-dihydrocarbostyril was stirred under hydrogen in the presence of 200 mg of a 10% palladium on charcoal catalyst as shown in Example 8, and the product was isolated in a similar fashion, giving 6-[3-(imidazol-1-yl)propyl]-3,4-dihydrocarbostyril, m.p. 139°-141° C. Reactants: CC(C)(C)OC(=O)N(Cc1coc(-c2cc3cc(OC(F)(F)F)ccc3[nH]2)n1)c1ccc(CCCCn2ccnn2)cc1, ClCCl, O=C(O)C(F)(F)F. Yields the product FC(F)(F)Oc1ccc2[nH]c(-c3nc(CNc4ccc(CCCCn5ccnn5)cc4)co3)cc2c1. Reaction SMILES: [C:1]([O:2][C:3](=[O:4])[N:7]([CH2:8][c:9]1[n:10][c:11](-[c:14]2[nH:15][c:16]3[cH:17][cH:18][c:19]([O:23][C:24]([F:25])([F:26])[F:27])[cH:20][c:21]3[cH:22]2)[o:12][cH:13]1)[c:28]1[cH:29][cH:30][c:31]([CH2:34][CH2:35][CH2:36][CH2:37][n:38]2[n:39][n:40][cH:41][cH:42]2)[cH:32][cH:33]1)([CH3:5])([CH3:6])[CH3:43].[Cl:44][CH2:45][Cl:46].[F:47][C:48]([F:49])([F:50])[C:51]([OH:52])=[O:53]>>[NH:7]([CH2:8][c:9]1[n:10][c:11](-[c:14]2[nH:15][c:16]3[cH:17][cH:18][c:19]([O:23][C:24]([F:25])([F:26])[F:27])[cH:20][c:21]3[cH:22]2)[o:12][cH:13]1)[c:28]1[cH:29][cH:30][c:31]([CH2:34][CH2:35][CH2:36][CH2:37][n:38]2[n:39][n:40][cH:41][cH:42]2)[cH:32][cH:33]1. Reactants: COC=1C=CC(=CC1)P2(=S)SP(=S)(S2)C=3C=CC(=CC3)OC (Lawesson's reagent), ClC1=C(CN2C(C(NC[C@@H]2C)=O)=O)C=CC=C1C(F)(F)F ((6S)-1-(2-chloro-3-(trifluoromethyl)benzyl)-6-methylpiperazine-2,3-dione). The solvent is C1CCOC1 (THF). Conditions: temperature 55 celsius. Product: ClC1=C(CN2C(C(NC[C@@H]2C)=S)=O)C=CC=C1C(F)(F)F ((S)-1-(2-chloro-3-(trifluoromethyl)benzyl)-6-methyl-3-thioxopiperazin-2-one). The yield is 176.3%. RXN SMILES: COC1C=CC(P2(SP(C3C=CC(OC)=CC=3)(=S)S2)=[S:10])=CC=1.[Cl:23][C:24]1[C:39]([C:40]([F:43])([F:42])[F:41])=[CH:38][CH:37]=[CH:36][C:25]=1[CH2:26][N:27]1[C@@H:32]([CH3:33])[CH2:31][NH:30][C:29](=O)[C:28]1=[O:35]>C1COCC1>[Cl:23][C:24]1[C:39]([C:40]([F:43])([F:42])[F:41])=[CH:38][CH:37]=[CH:36][C:25]=1[CH2:26][N:27]1[C@@H:32]([CH3:33])[CH2:31][NH:30][C:29](=[S:10])[C:28]1=[O:35]. Procedure details: To a heterogeneous mixture of Lawesson's reagent (650 mg, 1.6 mmol) in THF (30 mL) was added Intermediate 4 (1.0 g, 3.1 mmol) in one portion. The mixture was heated at 55° C. for 20 minutes and then concentrated to remove solvent. Purification by chromatography (SiO2; hexanes—100% EtOAc) afforded the desired product as a yellow solid (950 mg, 90%). MS (ESI): mass calcd. for C13H12ClF3N2OS, 336.0; m/z found, 337.1 [M+H]+. 1H NMR (500 MHz, CDCl3) δ 9.78 (d, J=4.2 Hz, 1H), 7.65 (d, J=7.9 Hz, 2H), 7... Reactants: C1(=CC=CC=C1)COC=1C=C(C=CC1OCC1=CC=CC=C1)CCNCC1=CC=CC=C1 (3,4-bis(phenylmethoxy)-N-phenylmethyl benzeneethanamine), BrCCCCCC(=O)OCC (ethyl 6-bromohexanoate), C([O-])([O-])=O.[K+].[K+] (potassium carbonate), [I-].[K+] (potassium iodide). Run in C(C)#N (acetonitrile). Procedure: A suspension of 3,4-bis(phenylmethoxy)-N-phenylmethyl benzeneethanamine (10 g), ethyl 6-bromohexanoate (10.5 g), potassium carbonate (6.34 g) and potassium iodide (1 g) in acetonitrile (250 ml) was heated under reflux for 24 hours. Product: C(C)OC(CCCCCN(CC1=CC=CC=C1)CCC1=CC(=C(C=C1)OCC1=CC=CC=C1)OCC1=CC=CC=C1)=O (Ethyl-6-[N-2-(3,4-bis(phenylmethoxy)phenyl)ethyl-N-phenylmethylamino]hexanoate). As a reaction SMILES: [C:1]1([CH2:7][O:8][C:9]2[CH:10]=[C:11]([CH2:23][CH2:24][NH:25][CH2:26][C:27]3[CH:32]=[CH:31][CH:30]=[CH:29][CH:28]=3)[CH:12]=[CH:13][C:14]=2[O:15][CH2:16][C:17]2[CH:22]=[CH:21][CH:20]=[CH:19][CH:18]=2)[CH:6]=[CH:5][CH:4]=[CH:3][CH:2]=1.Br[CH2:34][CH2:35][CH2:36][CH2:37][CH2:38][C:39]([O:41][CH2:42][CH3:43])=[O:40].C(=O)([O-])[O-].[K+].[K+].[I-].[K+]>C(#N)C>[CH2:42]([O:41][C:39](=[O:40])[CH2:38][CH2:37][CH2:36][CH2:35][CH2:34][N:25]([CH2:24][CH2:23][C:11]1[CH:12]=[CH:13][C:14]([O:15][CH2:16][C:17]2[CH:18]=[CH:19][CH:20]=[CH:21][CH:22]=2)=[C:9]([O:8][CH2:7][C:1]2[CH:6]=[CH:5][CH:4]=[CH:3][CH:2]=2)[CH:10]=1)[CH2:26][C:27]1[CH:28]=[CH:29][CH:30]=[CH:31][CH:32]=1)[CH3:43] |f:2.3.4,5.6|. Reactants: C(CCCCCCC)OC1=CC=C(C(=O)O)C=C1 (4-n-octyloxybenzoic acid), S(=O)(Cl)Cl (thionyl chloride). As a reaction SMILES: [CH2:1]([O:9][C:10]1[CH:18]=[CH:17][C:13]([C:14](O)=[O:15])=[CH:12][CH:11]=1)[CH2:2][CH2:3][CH2:4][CH2:5][CH2:6][CH2:7][CH3:8].S(Cl)([Cl:21])=O>>[CH2:1]([O:9][C:10]1[CH:18]=[CH:17][C:13]([C:14]([Cl:21])=[O:15])=[CH:12][CH:11]=1)[CH2:2][CH2:3][CH2:4][CH2:5][CH2:6][CH2:7][CH3:8]. Yields the product C(CCCCCCC)OC1=CC=C(C(=O)Cl)C=C1 (4-n-octyloxybenzoic acid chloride). Procedure details: After 4-n-octyloxybenzoic acid (11 g) and an excessive amount of thionyl chloride were heated under refluxing for 6 hours, unaltered thionyl chloride was distilled off to obtain 4-n-octyloxybenzoic acid chloride. Reactants: C1CCOC1, CCOC(=O)N=NC(=O)OCC, OCc1ccccc1, O=C1CCc2ccc(O)cc21, c1ccc(P(c2ccccc2)c2ccccc2)cc1. Yields the product O=C1CCc2ccc(OCc3ccccc3)cc21. RXN SMILES: [CH2:51]1[O:52][CH2:53][CH2:54][CH2:55]1.[O:39]=[C:40]([O:41][CH2:42][CH3:43])[N:44]=[N:45][C:46]([O:47][CH2:48][CH3:49])=[O:50].[OH:12][CH2:13][c:14]1[cH:15][cH:16][cH:17][cH:18][cH:19]1.[OH:1][c:2]1[cH:3][cH:4][c:5]2[c:9]([cH:10]1)[C:8](=[O:11])[CH2:7][CH2:6]2.[c:20]1([P:21]([c:22]2[cH:23][cH:24][cH:25][cH:26][cH:27]2)[c:28]2[cH:29][cH:30][cH:31][cH:32][cH:33]2)[cH:34][cH:35][cH:36][cH:37][cH:38]1>>[O:1]([c:2]1[cH:3][cH:4][c:5]2[c:9]([cH:10]1)[C:8](=[O:11])[CH2:7][CH2:6]2)[CH2:13][c:14]1[cH:15][cH:16][cH:17][cH:18][cH:19]1.